Dataset: the Open Reaction Database (ORD), a public repository of structured organic reaction records. Task: describe an organic reaction: reactants, conditions, products, and yield The reactants are BrC=1C=C2C(=NC1)N(C=C2C(=O)C=2C(=C(C=CC2F)NS(=O)(=O)CCC)F)C(C2=C(C=CC=C2Cl)Cl)=O (propane-1-sulfonic acid {3-[5-bromo-1-(2,6-dichloro-benzoyl)-1H-pyrrolo[2,3-b]pyridine-3-carbonyl]-2,4-difluoro-phenyl}-amide), C([O-])([O-])=O.[K+].[K+] (potassium carbonate), CC1(OB(OC1(C)C)C=1C=C2C=NNC2=CC1)C (5-(4,4,5,5-tetramethyl-[1,3,2]dioxaborolan-2-yl)-1H-indazole), C1(=CC=CC=C1)C (toluene). The reagents and catalysts are C1(=CC=CC=C1)P([C-]1C=CC=C1)C1=CC=CC=C1.[C-]1(C=CC=C1)P(C1=CC=CC=C1)C1=CC=CC=C1.[Fe+2] (1,1′-bis(diphenylphosphino)ferrocene), Cl[Pd]Cl (dichloropalladium(II)). The solvent is C(C)O (ethanol). Conditions: temperature 110 celsius, time 5 minute. Yields the product FC1=C(C=CC(=C1C(=O)C1=CNC2=NC=C(C=C21)C=2C=C1C=NNC1=CC2)F)NS(=O)(=O)CCC (propane-1-sulfonic acid {2,4-difluoro-3-[5-(1H-indazol-5-yl)-1H-pyrrolo[2,3-b]pyridine-3-carbonyl]-phenyl}-amide). RXN SMILES: Br[C:2]1[CH:3]=[C:4]2[C:10]([C:11]([C:13]3[C:14]([F:27])=[C:15]([NH:20][S:21]([CH2:24][CH2:25][CH3:26])(=[O:23])=[O:22])[CH:16]=[CH:17][C:18]=3[F:19])=[O:12])=[CH:9][N:8](C(=O)C3C(Cl)=CC=CC=3Cl)[C:5]2=[N:6][CH:7]=1.CC1(C)C(C)(C)OB([C:46]2[CH:47]=[C:48]3[C:52](=[CH:53][CH:54]=2)[NH:51][N:50]=[CH:49]3)O1.C1(C)C=CC=CC=1.C(=O)([O-])[O-].[K+].[K+]>C1(P(C2C=CC=CC=2)[C-]2C=CC=C2)C=CC=CC=1.[C-]1(P(C2C=CC=CC=2)C2C=CC=CC=2)C=CC=C1.[Fe+2].Cl[Pd]Cl.C(O)C>[F:27][C:14]1[C:13]([C:11]([C:10]2[C:4]3[C:5](=[N:6][CH:7]=[C:2]([C:46]4[CH:47]=[C:48]5[C:52](=[CH:53][CH:54]=4)[NH:51][N:50]=[CH:49]5)[CH:3]=3)[NH:8][CH:9]=2)=[O:12])=[C:18]([F:19])[CH:17]=[CH:16][C:15]=1[NH:20][S:21]([CH2:24][CH2:25][CH3:26])(=[O:22])=[O:23] |f:3.4.5,6.7.8|. Reported procedure: Into a microwave vial, propane-1-sulfonic acid {3-[5-bromo-1-(2,6-dichloro-benzoyl)-1H-pyrrolo[2,3-b]pyridine-3-carbonyl]-2,4-difluoro-phenyl}-amide (11, 0.100 g, 0.158 mmol), 5-(4,4,5,5-tetramethyl-[1,3,2]dioxaborolan-2-yl)-1H-indazole (12, 0.080 g, 0.33 mmol) and 1,1′-bis(diphenylphosphino)ferrocene]dichloropalladium(II) (0.07 g, 0.086 mmol, 1:1 complex with dichloromethane) are combined with 2.0 mL of toluene and 2.0 mL of ethanol. The mixture is stirred for 5 minutes, then potassium carbonat... Starting materials: CC(C)O, O=C1CC2C=CC1CC2, O=Cc1ccc(F)cc1, [K+], [OH-], O. Product: O=C1C(=Cc2ccc(F)cc2)C2C=CC1CC2. RXN SMILES: [CH3:21][CH:22]([OH:23])[CH3:24].[CH:1]12[C:2](=[O:9])[CH2:3][CH:4]([CH:5]=[CH:6]1)[CH2:7][CH2:8]2.[F:10][c:11]1[cH:12][cH:13][c:14]([CH:15]=[O:16])[cH:17][cH:18]1.[K+:20].[OH-:19].[OH2:25]>>[CH:1]12[C:2](=[O:9])[C:3](=[CH:15][c:14]3[cH:13][cH:12][c:11]([F:10])[cH:18][cH:17]3)[CH:4]([CH:5]=[CH:6]1)[CH2:7][CH2:8]2.